From a dataset of the Open Reaction Database (ORD), a public repository of structured organic reaction records. describe an organic reaction: reactants, conditions, products, and yield Starting materials: C(#N)C1=C(N(C2=NC(=CC(=C21)C)C)[C@H]2CCCC1=CC=CC=C21)/C=C/C(=O)O ((2E)-3-{3-cyano-4,6-dimethyl-1-[(1S)-1,2,3,4-tetrahydronaphthalen-1-yl]-1H-pyrrolo[2,3-b]pyridin-2-yl}prop-2-enoic acid), C(C(=O)Cl)(=O)Cl (oxalylchloride), CNC1=CC=CC=C1 (N-methylaniline), N1=CC=CC=C1 (pyridine). Run in C1CCOC1 (THF), CN(C)C=O (DMF), O (water), C1CCOC1 (THF). Run at time 1 hour. The product is C(#N)C1=C(N(C2=NC(=CC(=C21)C)C)[C@H]2CCCC1=CC=CC=C21)/C=C/C(=O)N(C2=CC=CC=C2)C ((2E)-3-{3-cyano-4,6-dimethyl-1-[(1S)-1,2,3,4-tetrahydronaphthalen-1-yl]-1H-pyrrolo[2,3-b]pyridin-2-yl}-N-methyl-N-phenylprop-2-enamide). Reaction SMILES: [C:1]([C:3]1[C:11]2[C:6](=[N:7][C:8]([CH3:13])=[CH:9][C:10]=2[CH3:12])[N:5]([C@@H:14]2[C:23]3[C:18](=[CH:19][CH:20]=[CH:21][CH:22]=3)[CH2:17][CH2:16][CH2:15]2)[C:4]=1/[CH:24]=[CH:25]/[C:26](O)=[O:27])#[N:2].C(Cl)(=O)C(Cl)=O.[CH3:35][NH:36][C:37]1[CH:42]=[CH:41][CH:40]=[CH:39][CH:38]=1.N1C=CC=CC=1>C1COCC1.O.CN(C=O)C>[C:1]([C:3]1[C:11]2[C:6](=[N:7][C:8]([CH3:13])=[CH:9][C:10]=2[CH3:12])[N:5]([C@@H:14]2[C:23]3[C:18](=[CH:19][CH:20]=[CH:21][CH:22]=3)[CH2:17][CH2:16][CH2:15]2)[C:4]=1/[CH:24]=[CH:25]/[C:26]([N:36]([CH3:35])[C:37]1[CH:42]=[CH:41][CH:40]=[CH:39][CH:38]=1)=[O:27])#[N:2]. Procedure: To a solution of (2E)-3-{3-cyano-4,6-dimethyl-1-[(1S)-1,2,3,4-tetrahydronaphthalen-1-yl]-1H-pyrrolo[2,3-b]pyridin-2-yl}prop-2-enoic acid (300 mg, 0.808 mmol) in THF (3 ml) were added DMF (0.03 ml) and oxalylchloride (0.0846 ml, 0.970 mmol), the mixture was stirred at room temperature for 1 hour and the solvent was distilled off under reduced pressure. The residue was added under ice-cooling to a solution of N-methylaniline (104 mg, 0.968 mmol), pyridine (0.262 ml, 3.24 mmol) and THF (3 ml), and ... Starting materials: C(C)(=O)N1C(C=C(C=C1)C=1C(=NN2C1N=CC=C2)C2=CC=C(C=C2)F)C (3-(1-acetyl-1,2-dihydro-2-methylpyridin-4-yl)-2-(4-fluorophenyl)pyrazolo[1,5-a]pyrimidine), [S] (sulfur). The solvent is C1CCCC2CCCCC12 (decaline). Conditions: temperature 190 celsius, time 2 hour. Product: FC1=CC=C(C=C1)C1=NN2C(N=CC=C2)=C1C1=CC(=NC=C1)C (2-(4-fluorophenyl)-3-(2-methylpyridin-4-yl)pyrazolo[1,5-a]pyrimidine). The yield is 49.1%. RXN SMILES: C([N:4]1[CH:9]=[CH:8][C:7]([C:10]2[C:11]([C:19]3[CH:24]=[CH:23][C:22]([F:25])=[CH:21][CH:20]=3)=[N:12][N:13]3[CH:18]=[CH:17][CH:16]=[N:15][C:14]=23)=[CH:6][CH:5]1[CH3:26])(=O)C.[S]>C1C2C(CCCC2)CCC1>[F:25][C:22]1[CH:23]=[CH:24][C:19]([C:11]2[C:10]([C:7]3[CH:8]=[CH:9][N:4]=[C:5]([CH3:26])[CH:6]=3)=[C:14]3[N:15]=[CH:16][CH:17]=[CH:18][N:13]3[N:12]=2)=[CH:20][CH:21]=1 |^3:26|. Reported procedure: A mixture of 3-(1-acetyl-1,2-dihydro-2-methylpyridin-4-yl)-2-(4-fluorophenyl)pyrazolo[1,5-a]pyrimidine (315 mg) and sulfur (146 mg) in decaline (3 ml) was stirred at 190° C. for 2 hours. The reaction mixture was cooled and purified by column chromatography on silica gel to give 2-(4-fluorophenyl)-3-(2-methylpyridin-4-yl)pyrazolo[1,5-a]pyrimidine (135 mg) as crystals. Reagents/catalysts: C(C)(=O)[O-].[Cu+2].C(C)(=O)[O-] (copper-(II)-acetate). The product is COC(C1=C(C=C(C=C1)OC1=CC(=C(C=C1)C(C(C(F)(F)F)(O)C1=CC(=C(C(=C1)C)C#N)C)C)Cl)Cl)=O (2-Chloro-4-{3-chloro-4-[2-(4-cyano-3,5-dimethyl-phenyl)-3,3,3-trifluoro-2-hydroxy-1-methyl-propyl]-phenoxy}-benzoic acid methyl ester). Solvent: N1=CC=CC=C1 (pyridine). Reported procedure: In analogy to Example 5, 4-[2-(2-chloro-4-hydroxy-phenyl)-1-hydroxy-1-trifluoromethyl-propyl]-2,6-dimethyl-benzonitrile (Example 141, step 5) was reacted with 3-chloro-4-methoxycarbonylphenylboronic acid, copper-(II)-acetate and pyridine to give the title compound as a colorless solid. MS (m/e, ISP neg. ion)=550.1 [M−H+]. Starting materials: ClC1=C(C=CC(=C1)O)C(C(C(F)(F)F)(O)C1=CC(=C(C#N)C(=C1)C)C)C (4-[2-(2-chloro-4-hydroxy-phenyl)-1-hydroxy-1-trifluoromethyl-propyl]-2,6-dimethyl-benzonitrile), ClC=1C=C(C=CC1C(=O)OC)B(O)O (3-chloro-4-methoxycarbonylphenylboronic acid). As a reaction SMILES: [Cl:1][C:2]1[CH:7]=[C:6]([OH:8])[CH:5]=[CH:4][C:3]=1[CH:9]([CH3:26])[C:10]([C:16]1[CH:23]=[C:22]([CH3:24])[C:19]([C:20]#[N:21])=[C:18]([CH3:25])[CH:17]=1)([OH:15])[C:11]([F:14])([F:13])[F:12].[Cl:27][C:28]1[CH:29]=[C:30](B(O)O)[CH:31]=[CH:32][C:33]=1[C:34]([O:36][CH3:37])=[O:35]>C([O-])(=O)C.[Cu+2].C([O-])(=O)C.N1C=CC=CC=1>[CH3:37][O:36][C:34](=[O:35])[C:33]1[CH:32]=[CH:31][C:30]([O:8][C:6]2[CH:5]=[CH:4][C:3]([CH:9]([CH3:26])[C:10]([C:16]3[CH:17]=[C:18]([CH3:25])[C:19]([C:20]#[N:21])=[C:22]([CH3:24])[CH:23]=3)([OH:15])[C:11]([F:14])([F:12])[F:13])=[C:2]([Cl:1])[CH:7]=2)=[CH:29][C:28]=1[Cl:27] |f:2.3.4|. Reactants: [Cl-].[NH4+] (ammonium chloride), COC1=C(C=C(C=C1)S(=O)(=O)Cl)N1CCN(CC1)C(C(F)(F)F)=O (4-methoxy-3-[4-(2,2,2-trifluoro-acetyl)-piperazin-1-yl]-benzenesulfonyl chloride), C1(=CC=CC2=CC=CC=C12)[Mg]Br (1-naphthylmagnesium bromide). As a reaction SMILES: [CH3:1][O:2][C:3]1[CH:8]=[CH:7][C:6]([S:9](Cl)(=[O:11])=[O:10])=[CH:5][C:4]=1[N:13]1[CH2:18][CH2:17][N:16]([C:19](=[O:24])[C:20]([F:23])([F:22])[F:21])[CH2:15][CH2:14]1.[C:25]1([Mg]Br)[C:34]2[C:29](=[CH:30][CH:31]=[CH:32][CH:33]=2)[CH:28]=[CH:27][CH:26]=1.[Cl-].[NH4+]>C1COCC1>[F:21][C:20]([F:23])([F:22])[C:19]([N:16]1[CH2:17][CH2:18][N:13]([C:4]2[CH:5]=[C:6]([S:9]([C:33]3[C:34]4[C:29](=[CH:28][CH:27]=[CH:26][CH:25]=4)[CH:30]=[CH:31][CH:32]=3)(=[O:11])=[O:10])[CH:7]=[CH:8][C:3]=2[O:2][CH3:1])[CH2:14][CH2:15]1)=[O:24] |f:2.3|. Product: FC(C(=O)N1CCN(CC1)C1=C(C=CC(=C1)S(=O)(=O)C1=CC=CC2=CC=CC=C12)OC)(F)F (2,2,2-trifluoro-1-{4-[2-methoxy-5-(naphthalene-1-sulfonyl)-phenyl]-piperazin-1-yl}-ethanone). Procedure: To a solution of 4-methoxy-3-[4-(2,2,2-trifluoro-acetyl)-piperazin-1-yl]-benzenesulfonyl chloride (0.19 g; 0.5 mmol) in THF (0.5 mL) at 0° C. under argon atmosphere was added dropwise a solution of 1-naphthylmagnesium bromide in THF (0.5M, 2 mL; 1 mmol). After stirring at this temperature for 1 h, a saturated solution of ammonium chloride was added and the mixture was extracted into ethyl acetate (20 mL). The organic phase was dried (Na2SO4) and concentrated in vacuo and the residue was purified... The solvent is C1CCOC1 (THF), C1CCOC1 (THF). Run at time 1 hour. Starting materials: C1(=CC=CC=C1)C(C1=CC=CC=C1)OC(=S)C1=C(CS[C@H]2N1C([C@H]2NC(\C(=N/OC(C2=CC=CC=C2)(C2=CC=CC=C2)C2=CC=CC=C2)\C=2N=C(SC2)NC(=O)OC(C)(C)C)=O)=O)CSC=2N=NNC2 (7β-[(Z)-2-(2-t-butoxycarbonylaminothiazol-4-yl)-2-trityloxyiminoacetamido]-3-(1,2,3-triazol-4-yl)thiomethylthio-3-cephem-4-carboxylic acid diphenylmethyl ester), ClC1=CC(=CC=C1)C(=O)OO (m-chloroperbenzoic acid). The solvent is S(=S)(=O)([O-])[O-].[Na+].[Na+] (sodium thiosulfate), ClCCl (dichloromethane), CO (methanol). Run at time 1 hour. Product: C1(=CC=CC=C1)C(C1=CC=CC=C1)OC(=S)C1=C(CS([C@H]2N1C([C@H]2NC(\C(=N/OC(C2=CC=CC=C2)(C2=CC=CC=C2)C2=CC=CC=C2)\C=2N=C(SC2)NC(=O)OC(C)(C)C)=O)=O)=O)CSC=2N=NNC2 (7β-[(Z)-2-(2-t-butoxycarbonylaminothiazol-4-yl)-2-trityloxyiminoacetamido]-3-(1,2,3-triazol-4-yl)thiomethylthio-3-cephem-4-carboxylic acid diphenylmethyl ester 1-oxide). Isolated yield 90.7%. Reaction SMILES: [C:1]1([CH:7]([O:14][C:15]([C:17]2[N:22]3[C:23](=[O:63])[C@@H:24]([NH:25][C:26](=[O:62])/[C:27](/[C:49]4[N:50]=[C:51]([NH:54][C:55]([O:57][C:58]([CH3:61])([CH3:60])[CH3:59])=[O:56])[S:52][CH:53]=4)=[N:28]\[O:29][C:30]([C:43]4[CH:48]=[CH:47][CH:46]=[CH:45][CH:44]=4)([C:37]4[CH:42]=[CH:41][CH:40]=[CH:39][CH:38]=4)[C:31]4[CH:36]=[CH:35][CH:34]=[CH:33][CH:32]=4)[C@H:21]3[S:20][CH2:19][C:18]=2[CH2:64][S:65][C:66]2[N:67]=[N:68][NH:69][CH:70]=2)=[S:16])[C:8]2[CH:13]=[CH:12][CH:11]=[CH:10][CH:9]=2)[CH:6]=[CH:5][CH:4]=[CH:3][CH:2]=1.ClC1C=CC=C(C(OO)=[O:79])C=1>ClCCl.CO.S([O-])([O-])(=O)=S.[Na+].[Na+]>[C:1]1([CH:7]([O:14][C:15]([C:17]2[N:22]3[C:23](=[O:63])[C@@H:24]([NH:25][C:26](=[O:62])/[C:27](/[C:49]4[N:50]=[C:51]([NH:54][C:55]([O:57][C:58]([CH3:60])([CH3:61])[CH3:59])=[O:56])[S:52][CH:53]=4)=[N:28]\[O:29][C:30]([C:31]4[CH:36]=[CH:35][CH:34]=[CH:33][CH:32]=4)([C:37]4[CH:42]=[CH:41][CH:40]=[CH:39][CH:38]=4)[C:43]4[CH:44]=[CH:45][CH:46]=[CH:47][CH:48]=4)[C@H:21]3[S:20](=[O:79])[CH2:19][C:18]=2[CH2:64][S:65][C:66]2[N:67]=[N:68][NH:69][CH:70]=2)=[S:16])[C:8]2[CH:13]=[CH:12][CH:11]=[CH:10][CH:9]=2)[CH:6]=[CH:5][CH:4]=[CH:3][CH:2]=1 |f:4.5.6|. Procedure details: To a solution of 7β-[(Z)-2-(2-t-butoxycarbonylaminothiazol-4-yl)-2-trityloxyiminoacetamido]-3-(1,2,3-triazol-4-yl)thiomethylthio-3-cephem-4-carboxylic acid diphenylmethyl ester (511 mg: 0.5 mMol.) in a mixture of dichloromethane (10 ml) and methanol (10 ml) is added m-chloroperbenzoic acid (purity: 80%: 54 mg: 0.25 mMol.) at -30° C., and the mixture is stirred for 1 hour. The reaction mixture is diluted with aqueous 5% sodium thiosulfate and extracted with ethyl acetate. The extract solution was... Starting materials: CO, O=C1CCN(c2ccc([N+](=O)[O-])cc2)CC1, C1COCCO1. The product is Nc1ccc(N2CCC(=O)CC2)cc1. Reaction SMILES: [CH3:23][OH:24].[N+:1]([O-:2])(=[O:3])[c:4]1[cH:5][cH:6][c:7]([N:10]2[CH2:11][CH2:12][C:13](=[O:16])[CH2:14][CH2:15]2)[cH:8][cH:9]1.[O:17]1[CH2:18][CH2:19][O:20][CH2:21][CH2:22]1>>[NH2:1][c:4]1[cH:5][cH:6][c:7]([N:10]2[CH2:11][CH2:12][C:13](=[O:16])[CH2:14][CH2:15]2)[cH:8][cH:9]1.